Dataset: the Open Reaction Database (ORD), a public repository of structured organic reaction records. Task: describe an organic reaction: reactants, conditions, products, and yield Procedure: To a solution of paclitaxel (38 mg; 0.044 mmol) and imidazole (38 mg; 0.0556 mMol) in 0.3 mL of dry DMF under nitrogen, was added a crude sample of benzyl 2-((1-chlorosilinan-1-yl)oxy)acetate of undetermined titre. A total of 135 mg of crude silyl chloride was added in 3 portions over a 21 hour period. After stirring for another hour, the reaction was concentrated under reduced pressure and the residue was directly purified via column chromatography to give 32.8 mg of (2aR,4S,4aS,6R,9S,11S,12S,1... Product: C(C)(=O)O[C@H]1C([C@]2(C([C@]3([C@H](OC3)C[C@@H]2O)OC(C)=O)[C@@H]([C@@]2(C[C@@H](C(=C1C2(C)C)C)OC([C@@H]([C@H](C2=CC=CC=C2)NC(C2=CC=CC=C2)=O)O[Si]2(CCCCC2)OCC(=O)OCC2=CC=CC=C2)=O)O)OC(C2=CC=CC=C2)=O)C)=O ((2aR,4S,4aS,6R,9S,11S,12S,12bS)-9-(((2R,3S)-3-benzamido-2-((1-(2-(benzyloxy)-2-oxoethoxy)silinan-1-yl)oxy)-3-phenylpropanoyl)oxy)-12-(benzoyloxy)-4,11-dihydroxy-4a,8,13,13-tetramethyl-5-oxo-2a,3,4,4a,5,6,9,10,11,12,12a,12b-dodecahydro-1H-7,11-methanocyclodeca[3,4]benzo[1,2-b]oxete-6,12b-diyl diacetate). The reactants are [SiH3]Cl (silyl chloride), CC1=C2[C@H](C(=O)[C@@]3([C@H](C[C@@H]4[C@]([C@H]3[C@@H]([C@@](C2(C)C)(C[C@@H]1OC(=O)[C@@H]([C@H](C=5C=CC=CC5)NC(=O)C=6C=CC=CC6)O)O)OC(=O)C=7C=CC=CC7)(CO4)OC(=O)C)O)C)OC(=O)C (paclitaxel), N1C=NC=C1 (imidazole), Cl[Si]1(CCCCC1)OCC(=O)OCC1=CC=CC=C1 (benzyl 2-((1-chlorosilinan-1-yl)oxy)acetate). The yield is 66.0%. As a reaction SMILES: [CH3:1][C:2]1[C@@H:19]([O:20][C:21]([C@H:23]([OH:40])[C@@H:24]([NH:31][C:32]([C:34]2[CH:35]=[CH:36][CH:37]=[CH:38][CH:39]=2)=[O:33])[C:25]2[CH:26]=[CH:27][CH:28]=[CH:29][CH:30]=2)=[O:22])[CH2:18][C@:14]2([OH:41])[C:15]([CH3:17])([CH3:16])[C:3]=1[C@@H:4]([O:59][C:60]([CH3:62])=[O:61])[C:5]([C@@:7]1([CH3:58])[C@H:12]([C@@H:13]2[O:42][C:43]([C:45]2[CH:46]=[CH:47][CH:48]=[CH:49][CH:50]=2)=[O:44])[C@:11]2([O:53][C:54]([CH3:56])=[O:55])[CH2:51][O:52][C@@H:10]2[CH2:9][C@@H:8]1[OH:57])=[O:6].N1C=CN=C1.Cl[Si:69]1([O:75][CH2:76][C:77]([O:79][CH2:80][C:81]2[CH:86]=[CH:85][CH:84]=[CH:83][CH:82]=2)=[O:78])[CH2:74][CH2:73][CH2:72][CH2:71][CH2:70]1.[SiH3]Cl>CN(C=O)C>[C:60]([O:59][C@@H:4]1[C:3]2[C:15]([CH3:16])([CH3:17])[C@@:14]([OH:41])([CH2:18][C@H:19]([O:20][C:21](=[O:22])[C@H:23]([O:40][Si:69]3([O:75][CH2:76][C:77]([O:79][CH2:80][C:81]4[CH:82]=[CH:83][CH:84]=[CH:85][CH:86]=4)=[O:78])[CH2:74][CH2:73][CH2:72][CH2:71][CH2:70]3)[C@@H:24]([NH:31][C:32](=[O:33])[C:34]3[CH:39]=[CH:38][CH:37]=[CH:36][CH:35]=3)[C:25]3[CH:26]=[CH:27][CH:28]=[CH:29][CH:30]=3)[C:2]=2[CH3:1])[C@@H:13]([O:42][C:43](=[O:44])[C:45]2[CH:50]=[CH:49][CH:48]=[CH:47][CH:46]=2)[CH:12]2[C@:11]3([O:53][C:54](=[O:55])[CH3:56])[CH2:51][O:52][C@@H:10]3[CH2:9][C@H:8]([OH:57])[C@@:7]2([CH3:58])[C:5]1=[O:6])(=[O:61])[CH3:62]. Solvent: CN(C)C=O (DMF). Starting materials: C(C1=CC=CC=C1)(C1=CC=CC=C1)(C1=CC=CC=C1)NC=1SC=C(N1)C(C(=O)O)=NOCC=C (2-(2-tritylamino-4-thiazolyl)-2-(2-propenyl) oxyimino-acetic acid), C1(CCCCC1)N=C=NC1CCCCC1 (dicyclohexylcarbodiimide), CC(=O)OCC1=C(N2[C@@H]([C@@H](C2=O)N)SC1)C(=O)O (7-amino-cephalosporanic acid), Cl (hydrochloric acid). Solvent: C(Cl)Cl (methylene chloride), C(C)N(CC)CC (triethylamine), C(Cl)Cl (methylene chloride), O (water). The product is C(C)(=O)OCC=1CS[C@H]2N(C1C(=O)O)C(C2NC(C(=NOCC=C)C=2N=C(SC2)NC(C2=CC=CC=C2)(C2=CC=CC=C2)C2=CC=CC=C2)=O)=O (3-acetoxymethyl-7-[2-(2-tritylamino-4-thiazolyl)-2-(2-propenyl) oxyiminoacetamido]-ceph-3-eme-4-carboxylic acid). The yield is 168.7%. Reaction SMILES: [C:1]([NH:20][C:21]1[S:22][CH:23]=[C:24]([C:26](=[N:30][O:31][CH2:32][CH:33]=[CH2:34])[C:27](O)=[O:28])[N:25]=1)([C:14]1[CH:19]=[CH:18][CH:17]=[CH:16][CH:15]=1)([C:8]1[CH:13]=[CH:12][CH:11]=[CH:10][CH:9]=1)[C:2]1[CH:7]=[CH:6][CH:5]=[CH:4][CH:3]=1.C1(N=C=NC2CCCCC2)CCCCC1.[CH3:50][C:51]([O:53][CH2:54][C:55]1[CH2:64][S:63][C@@H:58]2[C@H:59]([NH2:62])[C:60](=[O:61])[N:57]2[C:56]=1[C:65]([OH:67])=[O:66])=[O:52].Cl>O.C(N(CC)CC)C.C(Cl)Cl>[C:51]([O:53][CH2:54][C:55]1[CH2:64][S:63][C@@H:58]2[CH:59]([NH:62][C:27](=[O:28])[C:26]([C:24]3[N:25]=[C:21]([NH:20][C:1]([C:8]4[CH:13]=[CH:12][CH:11]=[CH:10][CH:9]=4)([C:2]4[CH:3]=[CH:4][CH:5]=[CH:6][CH:7]=4)[C:14]4[CH:15]=[CH:16][CH:17]=[CH:18][CH:19]=4)[S:22][CH:23]=3)=[N:30][O:31][CH2:32][CH:33]=[CH2:34])[C:60](=[O:61])[N:57]2[C:56]=1[C:65]([OH:67])=[O:66])(=[O:52])[CH3:50]. Procedure: A mixture of 470 mg of the product of Step C, 5 ml of methylene chloride and 130 ml of dicyclohexylcarbodiimide was rinsed with a little methylene chloride and the mixture was stirred for an hour at room temperature. The mixture was vacuum filtered to remove the dicyclohexylurea formed and the filtrate was cooled. A solution of 136 mg of 7-amino-cephalosporanic acid, 2.4 ml of methylene chloride and 0.14 ml of triethylamine was added to the filtrate under an inert atmosphere and the mixture sat ... Starting materials: CC(=O)Br, ClC(Cl)Cl, CCCCCCCCCCCCCCCCCCOC1CC(COc2ccc3c(c2)C(O)(c2ccc(Cl)cc2)c2ccccc2-3)CC(OCCCCCCCCCCCCCCCCCC)C1OCCCCCCCCCCCCCCCCCC. The product is CCCCCCCCCCCCCCCCCCOC1CC(COc2ccc3c(c2)C(Br)(c2ccc(Cl)cc2)c2ccccc2-3)CC(OCCCCCCCCCCCCCCCCCC)C1OCCCCCCCCCCCCCCCCCC. RXN SMILES: [C:87](=[O:88])([CH3:89])[Br:90].[CH:91]([Cl:92])([Cl:93])[Cl:94].[Cl:1][c:2]1[cH:3][cH:4][c:5]([C:8]2([OH:86])[c:9]3[cH:10][cH:11][cH:12][cH:13][c:14]3-[c:15]3[cH:16][cH:17][c:18]([O:21][CH2:22][CH:23]4[CH2:24][CH:25]([O:67][CH2:68][CH2:69][CH2:70][CH2:71][CH2:72][CH2:73][CH2:74][CH2:75][CH2:76][CH2:77][CH2:78][CH2:79][CH2:80][CH2:81][CH2:82][CH2:83][CH2:84][CH3:85])[CH:26]([O:48][CH2:49][CH2:50][CH2:51][CH2:52][CH2:53][CH2:54][CH2:55][CH2:56][CH2:57][CH2:58][CH2:59][CH2:60][CH2:61][CH2:62][CH2:63][CH2:64][CH2:65][CH3:66])[CH:27]([O:29][CH2:30][CH2:31][CH2:32][CH2:33][CH2:34][CH2:35][CH2:36][CH2:37][CH2:38][CH2:39][CH2:40][CH2:41][CH2:42][CH2:43][CH2:44][CH2:45][CH2:46][CH3:47])[CH2:28]4)[cH:19][c:20]32)[cH:6][cH:7]1>>[Cl:1][c:2]1[cH:3][cH:4][c:5]([C:8]2([Br:90])[c:9]3[cH:10][cH:11][cH:12][cH:13][c:14]3-[c:15]3[cH:16][cH:17][c:18]([O:21][CH2:22][CH:23]4[CH2:24][CH:25]([O:67][CH2:68][CH2:69][CH2:70][CH2:71][CH2:72][CH2:73][CH2:74][CH2:75][CH2:76][CH2:77][CH2:78][CH2:79][CH2:80][CH2:81][CH2:82][CH2:83][CH2:84][CH3:85])[CH:26]([O:48][CH2:49][CH2:50][CH2:51][CH2:52][CH2:53][CH2:54][CH2:55][CH2:56][CH2:57][CH2:58][CH2:59][CH2:60][CH2:61][CH2:62][CH2:63][CH2:64][CH2:65][CH3:66])[CH:27]([O:29][CH2:30][CH2:31][CH2:32][CH2:33][CH2:34][CH2:35][CH2:36][CH2:37][CH2:38][CH2:39][CH2:40][CH2:41][CH2:42][CH2:43][CH2:44][CH2:45][CH2:46][CH3:47])[CH2:28]4)[cH:19][c:20]32)[cH:6][cH:7]1. RXN SMILES: C([O:3][CH2:4][CH2:5][CH2:6][N:7]1[C:11](=[O:12])[C:10]2=[CH:13][CH:14]=[CH:15][CH:16]=[C:9]2[C:8]1=[O:17])=O.P(Cl)(Cl)(Cl)(Cl)Cl.[CH:24]([Cl:27])(Cl)[Cl:25]>CCOCC>[C:8]1(=[O:17])[N:7]([CH2:6][CH2:5][CH2:4][O:3][CH:24]([Cl:27])[Cl:25])[C:11](=[O:12])[C:10]2=[CH:13][CH:14]=[CH:15][CH:16]=[C:9]12. Reported procedure: A mixture of 3-(phthalimido)-propyl formate (17 g), phosphorus pentachloride (15.2 g) and alcoholfree chloroform was heated for 1 hour on the steam bath. After cooling and addition of ether, the crystalline product was isolated by filtration. M.p. 101°-103° C. The solvent is CCOCC (ether). The product is C1(C=2C(C(N1CCCOC(Cl)Cl)=O)=CC=CC2)=O (Dichloromethyl 3-(phthalimido)-propyl ether). The reactants are C(=O)OCCCN1C(C=2C(C1=O)=CC=CC2)=O (3-(phthalimido)-propyl formate), P(Cl)(Cl)(Cl)(Cl)Cl (phosphorus pentachloride), C(Cl)(Cl)Cl (chloroform). Reactants: C(Cl)Cl.CO (methylene chloride methanol), Cl (HCl), Cl.C(N)(=N)C1=CC=C(C=C1)NCC1=NC2=C(N1C)C=CC(=C2)C(C)(C(=O)N2CCCC2)NC(=O)CC(=O)OCC (2-(4-amidinophenylaminomethyl)-1-methyl-5-[1-(ethoxycarbonylmethylcarbonylamino)-1-(pyrrolidin-1-yl-carbonyl)-ethyl]-benzimidazole-hydrochloride), Cl (HCl), Cl (HCl), C(C)(=O)O (acetic acid). The product is Cl.C(N)(=N)C1=CC=C(C=C1)NCC1=NC2=C(N1C)C=CC(=C2)C(C)(C(=O)N2CCCC2)NCC(=O)OC (2-(4-amidinophenylaminomethyl)-1-methyl-5-[1-(methoxycarbonylmethylamino)-1-(pyrrolidinocarbonyl)-ethyl]-benzimidazole-hydrochloride). Isolated yield 99.0%. As a reaction SMILES: C(Cl)[Cl:2].[CH3:4]O.Cl.Cl.[C:8]([C:11]1[CH:16]=[CH:15][C:14]([NH:17][CH2:18][C:19]2[N:23]([CH3:24])[C:22]3[CH:25]=[CH:26][C:27]([C:29]([NH:38][C:39](CC(OCC)=O)=O)([C:31]([N:33]4[CH2:37][CH2:36][CH2:35][CH2:34]4)=[O:32])[CH3:30])=[CH:28][C:21]=3[N:20]=2)=[CH:13][CH:12]=1)(=[NH:10])[NH2:9].[C:47]([OH:50])(=[O:49])C>>[ClH:2].[C:8]([C:11]1[CH:12]=[CH:13][C:14]([NH:17][CH2:18][C:19]2[N:23]([CH3:24])[C:22]3[CH:25]=[CH:26][C:27]([C:29]([NH:38][CH2:39][C:47]([O:50][CH3:4])=[O:49])([C:31]([N:33]4[CH2:37][CH2:36][CH2:35][CH2:34]4)=[O:32])[CH3:30])=[CH:28][C:21]=3[N:20]=2)=[CH:15][CH:16]=1)(=[NH:10])[NH2:9] |f:0.1,3.4,6.7|. Procedure details: Yield: 99% of theory, Rf value: 0.21 (silica gel; methylene chloride/methanol=4:1+1% glacial acetic acid); C26H33N7O3×HCl (491.60/528.05). mass  spectrum: ( M + H ) + = 492   ( M - H + HCl ) - = 526 / 8 ⁢   ⁢ ( Cl )   ( M - H + 2 ⁢ HCl ) - = 562 / 4 / 8 ⁢   ⁢ ( Cl 2 )